This data is from the Open Reaction Database (ORD), a public repository of structured organic reaction records. The task is: describe an organic reaction: reactants, conditions, products, and yield The reactants are C[N+]1([O-])CCOCC1, Cn1cc2c(C3CC3CO)cccc2n1, CC(C)O, CC#N. Yields the product Cn1cc2c(C3CC3C=O)cccc2n1. As a reaction SMILES: [CH3:16][N+:17]1([O-:18])[CH2:19][CH2:20][O:21][CH2:22][CH2:23]1.[CH3:1][n:2]1[n:3][c:4]2[cH:5][cH:6][cH:7][c:8]([CH:11]3[CH:12]([CH2:14][OH:15])[CH2:13]3)[c:9]2[cH:10]1.[CH3:24][CH:25]([OH:26])[CH3:27].[CH3:28][C:29]#[N:30]>>[CH3:1][n:2]1[n:3][c:4]2[cH:5][cH:6][cH:7][c:8]([CH:11]3[CH:12]([CH:14]=[O:15])[CH2:13]3)[c:9]2[cH:10]1. The reactants are FC1=CC=C(C=C1)C(CC1=CN=CS1)=O (1-(4-fluorophenyl)-2-(5-thiazolyl)ethanone), O (water), C(C(C)O)O (propane-1,2-diol), CS(=O)(=O)O (methanesulphonic acid). Solvent: petroleum, C(C)(=O)OCC (ethyl acetate), C=1(C(=CC=CC1)C)C (xylene). Yields the product FC1=CC=C(C=C1)C1(OCC(O1)C)CC1=CN=CS1 (2-(4-fluorophenyl)-2-(thiazol-5-ylmethyl)-4-methyl-1,3-dioxolane). Reaction SMILES: [F:1][C:2]1[CH:7]=[CH:6][C:5]([C:8](=[O:15])[CH2:9][C:10]2[S:14][CH:13]=[N:12][CH:11]=2)=[CH:4][CH:3]=1.[CH2:16](O)[CH:17]([OH:19])[CH3:18].CS(O)(=O)=O.O>C1(C)C(C)=CC=CC=1.C(OCC)(=O)C>[F:1][C:2]1[CH:7]=[CH:6][C:5]([C:8]2([CH2:9][C:10]3[S:14][CH:13]=[N:12][CH:11]=3)[O:19][CH:17]([CH3:18])[CH2:16][O:15]2)=[CH:4][CH:3]=1. Procedure: A mixture of 1-(4-fluorophenyl)-2-(5-thiazolyl)ethanone (0.75 g, 3.3 mmol) obtained by a process analogous to that described in Example 1, propane-1,2-diol (2 ml) and methanesulphonic acid (0.5 ml) in xylene (30 ml) was stirred at reflux under an atmosphere of nitrogen for 2 hours using a Dean and Stark apparatus and then cooled to room temperature. The reaction mixture was then poured into water, extracted with ethyl acetate and dried over magnesium sulphate. Evaporation of the solvent under re... Reactants: C(C)(=O)OCC (ethyl acetate), COC(C1=C(C=CC=C1I)CBr)=O (2-bromomethyl-6-iodo-benzoic acid methyl ester), COC1=CC=C(CN)C=C1 (4-methoxy-benzylamine), C(=O)([O-])[O-].[K+].[K+] (K2CO3). Run in C1(=CC=CC=C1)C (toluene), CCCCCC (hexane). Conditions: temperature 100 celsius, time 2 hour. Product: IC=1C=CC=C2CN(C(C12)=O)CC1=CC=C(C=C1)OC (7-iodo-2-(4-methoxy-benzyl)-2,3-dihydro-isoindol-1-one). Isolated yield 31.6%. RXN SMILES: CO[C:3](=[O:13])[C:4]1[C:9]([I:10])=[CH:8][CH:7]=[CH:6][C:5]=1[CH2:11]Br.[CH3:14][O:15][C:16]1[CH:23]=[CH:22][C:19]([CH2:20][NH2:21])=[CH:18][CH:17]=1.C([O-])([O-])=O.[K+].[K+].C(OCC)(=O)C>C1(C)C=CC=CC=1.CCCCCC>[I:10][C:9]1[CH:8]=[CH:7][CH:6]=[C:5]2[C:4]=1[C:3](=[O:13])[N:21]([CH2:20][C:19]1[CH:22]=[CH:23][C:16]([O:15][CH3:14])=[CH:17][CH:18]=1)[CH2:11]2 |f:2.3.4|. Reported procedure: A mixture of 2-bromomethyl-6-iodo-benzoic acid methyl ester (0.245 g, 0.7 mmol), 4-methoxy-benzylamine (0.104 mL, 0.8 mmol), and K2CO3 (0.207 g, 1.5 mmol) in toluene (5 mL) was heated with stirring at 100° C. for 2 h. Workup and silica gel column chromatography using 30% ethyl acetate in hexane afforded 7-iodo-2-(4-methoxy-benzyl)-2,3-dihydro-isoindol-1-one (0.084 g, 31%). 1H NMR (300 MHz, CDCl3): δ (ppm) 3.78 (s, 3H), 4.14 (s, 2H), 4.74 (s, 2H), 6.84 (d, 2H), 7.14-7.40 (m, 4H), 7.91 (d, 1H). GC... As a reaction SMILES: [C:1]([O:2][CH:3]([CH3:4])[Cl:5])([O:6][CH:7]([CH:8]([CH3:9])[CH3:10])[CH:11]([CH3:12])[CH3:13])=[O:14].[CH3:17][C:18]#[N:19].[I-:16].[Na+:15]>>[C:1]([O:2][CH:3]([CH3:4])[I:16])([O:6][CH:7]([CH:8]([CH3:9])[CH3:10])[CH:11]([CH3:12])[CH3:13])=[O:14]. The reactants are CC(Cl)OC(=O)OC(C(C)C)C(C)C, CC#N, [I-], [Na+]. Product: CC(I)OC(=O)OC(C(C)C)C(C)C. Reactants: C(C=C)Br (allyl bromide), C(C)NCC (diethyl amine), C(C=C)N(CC)CC (allyl diethyl amine), C(C)NCC (diethyl amine), C(C=C)Br (allyl bromide), ( a ), C(C=C)Br (allyl bromide), C(C)NCC (diethyl amine). Product: ( d ), [Br-].C(C=C)[N+](CC)(CC)CC=C (diallyl diethyl ammonium bromide). Reaction SMILES: [CH2:1]([Br:4])[CH:2]=[CH2:3].C(NCC)C.[CH2:10]([N:13]([CH2:16][CH3:17])[CH2:14][CH3:15])[CH:11]=[CH2:12]>>[Br-:4].[CH2:1]([N+:13]([CH2:10][CH:11]=[CH2:12])([CH2:16][CH3:17])[CH2:14][CH3:15])[CH:2]=[CH2:3] |f:3.4|. Reported procedure: Disclosed is a process which comprises (a) reacting allyl bromide with diethyl amine in a molar ratio of at least about 1 mole of allyl bromide per about 1.15 moles of diethyl amine and in a molar ratio of no more than about 1 mole of allyl bromide per about 2 moles of diethyl amine, thereby generating allyl diethyl amine in a monomer reaction mixture; (b) subsequently filtering the monomer reaction mixture to remove impurities; (c) subsequently reacting the allyl diethyl amine with allyl bromid... The reactants are ClC1=NC(=CC(=N1)C1=CC=C(C=C1)C(F)(F)F)C(F)(F)F (2-chloro-4-(4-trifluoromethyl-phenyl)-6-trifluoromethyl-pyrimidine), N1C=NC(=C1)C=1C=NC=CC1 (3-(1H-imidazol-4-yl)-pyridine). The product is N1=CC(=CC=C1)C=1N=CN(C1)C1=NC(=CC(=N1)C(F)(F)F)C1=CC=C(C=C1)C(F)(F)F (2-(4-Pyridin-3-yl-imidazol-1-yl)-4-trifluoromethyl-6-(4-trifluoromethyl-phenyl)-pyrimidine), solid. The yield is 49.0%. RXN SMILES: Cl[C:2]1[N:7]=[C:6]([C:8]2[CH:13]=[CH:12][C:11]([C:14]([F:17])([F:16])[F:15])=[CH:10][CH:9]=2)[CH:5]=[C:4]([C:18]([F:21])([F:20])[F:19])[N:3]=1.[NH:22]1[CH:26]=[C:25]([C:27]2[CH:28]=[N:29][CH:30]=[CH:31][CH:32]=2)[N:24]=[CH:23]1>>[N:29]1[CH:30]=[CH:31][CH:32]=[C:27]([C:25]2[N:24]=[CH:23][N:22]([C:2]3[N:3]=[C:4]([C:18]([F:21])([F:20])[F:19])[CH:5]=[C:6]([C:8]4[CH:13]=[CH:12][C:11]([C:14]([F:17])([F:16])[F:15])=[CH:10][CH:9]=4)[N:7]=3)[CH:26]=2)[CH:28]=1. Procedure details: The title compound was prepared from 2-chloro-4-(4-trifluoromethyl-phenyl)-6-trifluoromethyl-pyrimidine (example A.2) (0.16 g, 0.5 mmol) and commercially available 3-(1H-imidazol-4-yl)-pyridine [CAS-No. 51746-85-1] (0.073 g, 0.5 mmol) according to the general procedure IVa. Obtained as a light brown solid (0.11 g, 49%). MS (ISP) 436.1 [(M)+]; mp 200.5° C.